Dataset: the Open Reaction Database (ORD), a public repository of structured organic reaction records. Task: describe an organic reaction: reactants, conditions, products, and yield The reactants are ester, COC(C1=C(C=C(C=C1C)Br)C)=O (4-bromo-2,6-dimethyl-benzoic acid methyl ester), BrNC(CCC(=O)N)=O (N-bromosuccinamide), C(C1=CC=CC=C1)(=O)OOC(C1=CC=CC=C1)=O (benzoyl peroxide). The solvent is C(Cl)(Cl)(Cl)Cl (carbon tetrachloride). Yields the product COC(C1=C(C=C(C=C1C)Br)CBr)=O (4-bromo-2-bromomethyl-6-methyl-benzoic acid methyl ester). RXN SMILES: [CH3:1][O:2][C:3](=[O:13])[C:4]1[C:9]([CH3:10])=[CH:8][C:7]([Br:11])=[CH:6][C:5]=1[CH3:12].[Br:14]NC(=O)CCC(N)=O.C(OOC(=O)C1C=CC=CC=1)(=O)C1C=CC=CC=1>C(Cl)(Cl)(Cl)Cl>[CH3:1][O:2][C:3](=[O:13])[C:4]1[C:5]([CH3:12])=[CH:6][C:7]([Br:11])=[CH:8][C:9]=1[CH2:10][Br:14]. Reported procedure: A mixture of 4-bromo-2,6-dimethyl-benzoic acid methyl ester (3.4 g, 14.2 mmol), N-bromosuccinamide (2.5 g, 14.2 mmol), and benzoyl peroxide (0.060 g, 0.25 mmol) in carbon tetrachloride (50 mL) was heated at reflux until majority of ester was consumed (as analyzed by GC/MS). The resulting mixture was filtered and the filtrate concentrated to afford 4-bromo-2-bromomethyl-6-methyl-benzoic acid methyl ester. The product obtained was used without further purification. Starting materials: CCCCC(=O)Cl, NCCC(=O)O, [Na+], [OH-], O. Yields the product CCCCC(=O)NCCC(=O)O. RXN SMILES: [C:7]([CH2:8][CH2:9][CH2:10][CH3:11])(=[O:12])[Cl:13].[NH2:1][CH2:2][CH2:3][C:4](=[O:5])[OH:6].[Na+:15].[OH-:14].[OH2:16]>>[NH:1]([CH2:2][CH2:3][C:4](=[O:5])[OH:6])[C:7]([CH2:8][CH2:9][CH2:10][CH3:11])=[O:12]. Starting materials: CCOC(=O)N1C2CCC1CC(=O)C2 (N-carbethoxy-4-tropinone), [Cl-].COC[P+](C1=CC=CC=C1)(C1=CC=CC=C1)C1=CC=CC=C1 ((methoxymethyl)tripheylphosphonium chloride), C[Si](C)(C)[N-][Si](C)(C)C.[Na+] (sodium bis(trimethylsilyl)amide). Solvent: C1CCOC1 (THF). Reaction conditions: time 8 hour. Yields the product COC=C1CC2CCC(C1)N2C(=O)OCC (ethyl 3-(methoxymethylene)-8-azabicyclo[3.2.1]octane-8-carboxylate). As a reaction SMILES: [CH3:1][CH2:2][O:3][C:4]([N:6]1[CH:10]2[CH2:11][C:12]([CH2:14][CH:7]1[CH2:8][CH2:9]2)=O)=[O:5].[Cl-].[CH3:16][O:17][CH2:18][P+](C1C=CC=CC=1)(C1C=CC=CC=1)C1C=CC=CC=1.C[Si]([N-][Si](C)(C)C)(C)C.[Na+]>C1COCC1>[CH3:16][O:17][CH:18]=[C:12]1[CH2:14][CH:7]2[N:6]([C:4]([O:3][CH2:2][CH3:1])=[O:5])[CH:10]([CH2:9][CH2:8]2)[CH2:11]1 |f:1.2,3.4|. Procedure: To a solution of N-carbethoxy-4-tropinone (1-1) (8.00 g, 40.6 mmol, Acros) and (methoxymethyl)tripheylphosphonium chloride (16.7 g, 48.7 mmol) in THF was added sodium bis(trimethylsilyl)amide (48.7 mL, 48.7 mmol, 1.0 N in THF) at 0° C. After stirring at room temperature overnight, the solvent was removed by rotary evaporation. The mixture was quenched with a saturated aqueous solution of NH4Cl, extracted with EtOAc. The combined organic layers were washed with brine, dried over anhydrous MgSO4, ... The reactants are [O-]S(=O)[O-].[Na+].[Na+] (Na2SO3), Cl (HCl), NC1=C(C(=O)O)C=C(C=C1)Br (2-amino-5-bromobenzoic acid), Cl (HCl), N(=O)[O-].[Na+] (NaNO2). Run in O (water). Reaction conditions: temperature 0 celsius, time 30 minute. The product is BrC=1C=C2C(=NNC2=CC1)O (5-bromo-1H-indazol-3-ol). Reaction SMILES: [NH2:1][C:2]1[CH:10]=[CH:9][C:8]([Br:11])=[CH:7][C:3]=1[C:4](O)=[O:5].Cl.[N:13]([O-])=O.[Na+].[O-]S([O-])=O.[Na+].[Na+]>O>[Br:11][C:8]1[CH:7]=[C:3]2[C:2](=[CH:10][CH:9]=1)[NH:1][N:13]=[C:4]2[OH:5] |f:2.3,4.5.6|. Procedure: To a solution of 2-amino-5-bromobenzoic acid (50 g) in water (200 mL) was added HCl (46 mL). To the mixture was added aqueous NaNO2 solution (17.7 g/37 mL) at 0° C., and the mixture was stirred at 0° C. for 30 minutes. To the reaction solution was added dropwise aqueous Na2SO3 solution (79.3 g/200 mL) at 0° C., and the mixture was stirred at room temperature for 2 hours. To the mixture was added HCl (70 mL), and the mixture was stirred at room temperature for 18 hours and then at 80° C. for 4 ho... Starting materials: C(C)(C)OC(C)C.C(C)O (diisopropyl ether ethanol), C(CC)N(C1CC2=C(C=CC=C2CC1)OCCN)CCC (2-dipropylamino-8-(2-aminoethoxy)-1,2,3,4-tetrahydronaphthalene), C([O-])([O-])=O.[K+].[K+] (potassium carbonate), CS(=O)(=O)Cl (methanesulphonyl chloride). Solvent: petroleum ether, C1(=CC=CC=C1)C (toluene). Reaction conditions: time 3 hour. Product: C(CC)N(C1C(C2=C(C=CC=C2CC1)OCCNS(=O)(=O)C)C=O)CCC (2-Dipropylamino-8-(2-methanesulphonamido-ethoxy)-1,2,3,4-tetrahydronaphthal). RXN SMILES: [CH2:1]([N:4]([CH2:19][CH2:20][CH3:21])[CH:5]1[CH2:14][CH2:13][C:12]2[C:7](=[C:8]([O:15][CH2:16][CH2:17][NH2:18])[CH:9]=[CH:10][CH:11]=2)[CH2:6]1)[CH2:2][CH3:3].[C:22](=[O:25])([O-])[O-].[K+].[K+].[CH3:28][S:29](Cl)(=[O:31])=[O:30].C(OC(C)C)(C)C.C(O)C>C1(C)C=CC=CC=1>[CH2:19]([N:4]([CH2:1][CH2:2][CH3:3])[CH:5]1[CH2:14][CH2:13][C:12]2[C:7](=[C:8]([O:15][CH2:16][CH2:17][NH:18][S:29]([CH3:28])(=[O:31])=[O:30])[CH:9]=[CH:10][CH:11]=2)[CH:6]1[CH:22]=[O:25])[CH2:20][CH3:21] |f:1.2.3,5.6|. Reported procedure: 1.45 g (5 mmol) of 2-dipropylamino-8-(2-aminoethoxy)-1,2,3,4-tetrahydronaphthalene and 1.38 g (10 mmol) of potassium carbonate were initially introduced into 20 ml of toluene. 0.63 g (5.5 mmol) of methanesulphonyl chloride was then added dropwise, and the mixture was subsequently stirred for 3 h at room temperature. The mixture was then filtered and evaporated. The residue obtained was stirred with petroleum ether and filtered off under suction. The product, obtained by chromatography over silic... Starting materials: [H-].[Na+] (Sodium hydride), FC1(OC2=C(O1)C=CC(=C2)C2(CC2)C(=O)Cl)F (1-(2,2-Difluorobenzo[d][1,3]dioxol-5-yl)cyclopropanecarbonyl chloride), NC1=NC(=C(C#N)C(=C1)C)Cl (6-Amino-2-chloro-4-methylnicotinonitrile), CN(C)C=O (DMF). The solvent is O1CCCC1 (tetrahydrofuran), O (water). Conditions: time 5 minute. Product: ClC1=C(C(=CC(=N1)NC(=O)C1(CC1)C1=CC2=C(OC(O2)(F)F)C=C1)C)C#N (N-(6-Chloro-5-cyano-4-methylpyridin-2-yl)-1-(2,2-difluorobenzo[d][1,3]dioxol-5-yl)cyclopropanecarboxamide). Yield: 100.2%. RXN SMILES: [NH2:1][C:2]1[CH:9]=[C:8]([CH3:10])[C:5]([C:6]#[N:7])=[C:4]([Cl:11])[N:3]=1.CN(C=O)C.[H-].[Na+].[F:19][C:20]1([F:35])[O:24][C:23]2[CH:25]=[CH:26][C:27]([C:29]3([C:32](Cl)=[O:33])[CH2:31][CH2:30]3)=[CH:28][C:22]=2[O:21]1>O1CCCC1.O>[Cl:11][C:4]1[N:3]=[C:2]([NH:1][C:32]([C:29]2([C:27]3[CH:26]=[CH:25][C:23]4[O:24][C:20]([F:35])([F:19])[O:21][C:22]=4[CH:28]=3)[CH2:31][CH2:30]2)=[O:33])[CH:9]=[C:8]([CH3:10])[C:5]=1[C:6]#[N:7] |f:2.3|. Procedure: 6-Amino-2-chloro-4-methylnicotinonitrile (252 mg, 1.50 mmol) was dissolved in a mixture of anhydrous N,N′ dimtheylformamide (DMF, 0.5 mL) and anhydrous tetrahydrofuran (THF, 4.5 mL). The reaction tube was placed in a beaker full of room temperature water to help maintain the reaction temperature. Sodium hydride (84.23 mg, 2.106 mmol, 60% by weight in mineral oil) was added and the resulting suspension was allowed to stir for 5 minutes. 1-(2,2-Difluorobenzo[d][1,3]dioxol-5-yl)cyclopropanecarbonyl... Reactants: C(=O)O (Formic acid), C(C1=CC=CC=C1)N1CC2N(C3=C(NCC2)C=CC=N3)CC1 (9-benzyl-5,6,7,7a,8,9,10,11-octahydropyrazino[1,2-d]pyrido[3,2-b][1,4]diazepine), C=O (formalin). Solvent: C(Cl)Cl (CH2Cl2). Reaction conditions: temperature 110 celsius. Yields the product C(C1=CC=CC=C1)N1CC2N(C3=C(N(CC2)C)C=CC=N3)CC1 (9-benzyl-5-methyl-5,6,7,7a,8,9,10,11-octahydropyrazino[1,2-d]pyrido[3,2-b][1,4]diazepine). RXN SMILES: C(O)=O.[CH2:4]([N:11]1[CH2:25][CH2:24][N:14]2[C:15]3[N:23]=[CH:22][CH:21]=[CH:20][C:16]=3[NH:17][CH2:18][CH2:19][CH:13]2[CH2:12]1)[C:5]1[CH:10]=[CH:9][CH:8]=[CH:7][CH:6]=1.[CH2:26]=O>C(Cl)Cl>[CH2:4]([N:11]1[CH2:25][CH2:24][N:14]2[C:15]3[N:23]=[CH:22][CH:21]=[CH:20][C:16]=3[N:17]([CH3:26])[CH2:18][CH2:19][CH:13]2[CH2:12]1)[C:5]1[CH:10]=[CH:9][CH:8]=[CH:7][CH:6]=1. Reported procedure: Formic acid (88%, 3 mL) was added to a solution of the product of Example 52 (97 mg, 0.231 mmol) in CH2Cl2 (2 mL). Aqueous formalin (0.5 mL, 6.5 mmol) was added, and the mixture was heated at 110° C. for 45 minutes, then cooled to room temperature and concentrated under vacuum. The residue was purified by HPLC (30×100 mm XBridge™ column eluting with aqueous 0.1 M(NH4)2CO3-methanol, 80:20-0:100 over 15 minutes) to provide the title compound: 1H NMR (300 MHz, CD3OD) δ ppm 1.62-1.74 (m, 1H), 1.77-1...